From a dataset of the Open Reaction Database (ORD), a public repository of structured organic reaction records. describe an organic reaction: reactants, conditions, products, and yield Run in O1CCCC1 (tetrahydrofuran). Reaction SMILES: [C:1]([NH:4][C:5]([CH2:16][C:17]1[S:18][CH:19]=[C:20]([C:22]#[C:23][CH2:24][CH2:25][CH2:26][CH2:27][CH2:28][CH2:29][CH2:30][CH2:31][CH2:32][CH3:33])[CH:21]=1)(C(OCC)=O)[C:6](OCC)=[O:7])(=[O:3])[CH3:2].[BH4-].[Li+].O1CCCC1>O1CCCC1>[C:22]([C:20]1[CH:21]=[C:17]([CH2:16][CH:5]([NH:4][C:1](=[O:3])[CH3:2])[CH2:6][OH:7])[S:18][CH:19]=1)#[C:23][CH2:24][CH2:25][CH2:26][CH2:27][CH2:28][CH2:29][CH2:30][CH2:31][CH2:32][CH3:33] |f:1.2.3|. Isolated yield 56.6%. Reported procedure: To a solution of diethyl (acetamido)[[4-(1-dodecynyl)-2-thienyl]methyl]propanedioate (12.3 g) in dry tetrahydrofuran (100 ml) was added 2M lithium borohydride/tetrahydrofuran (12.8 ml), and the mixture was stirred at 60° C. for 4 hrs. The solution was cooled, quenched with a 50:50:10 solution of methanol:water:acetic acid, and extracted with ethyl acetate. The organic extracts were evaporated, and the residue was chromatographed on silica gel (9:1 ethyl acetate:dichloromethane). The appropriate ... The reactants are C(C)(=O)NC(C(=O)OCC)(C(=O)OCC)CC=1SC=C(C1)C#CCCCCCCCCCC (diethyl (acetamido)[[4-(1-dodecynyl)-2-thienyl]methyl]propanedioate), [BH4-].[Li+].O1CCCC1 (lithium borohydride tetrahydrofuran). Run at temperature 60 celsius, time 4 hour. The product is C(#CCCCCCCCCCC)C=1C=C(SC1)CC(CO)NC(C)=O (N-[1-[4-(1-dodecynyl)-2-thienyl]-3-hydroxy-2-propyl]acetamide). Reactants: COC(=O)COc1ccc(CCCO[Si](c2ccccc2)(c2ccccc2)C(C)(C)C)cc1, CCO, [K+], [OH-]. Product: CC(C)(C)[Si](OCCCc1ccc(OCC(=O)O)cc1)(c1ccccc1)c1ccccc1. Reaction SMILES: [C:1]([CH3:2])([CH3:3])([CH3:4])[Si:5]([O:6][CH2:7][CH2:8][CH2:9][c:10]1[cH:11][cH:12][c:13]([O:14][CH2:15][C:16](=[O:17])[O:18][CH3:19])[cH:20][cH:21]1)([c:22]1[cH:23][cH:24][cH:25][cH:26][cH:27]1)[c:28]1[cH:29][cH:30][cH:31][cH:32][cH:33]1.[CH3:36][CH2:37][OH:38].[K+:35].[OH-:34]>>[C:1]([CH3:2])([CH3:3])([CH3:4])[Si:5]([O:6][CH2:7][CH2:8][CH2:9][c:10]1[cH:11][cH:12][c:13]([O:14][CH2:15][C:16](=[O:17])[OH:18])[cH:20][cH:21]1)([c:22]1[cH:23][cH:24][cH:25][cH:26][cH:27]1)[c:28]1[cH:29][cH:30][cH:31][cH:32][cH:33]1. Conditions: time 1.5 hour. Reactants: Cl (HCl), C(C)(C)(C)OC(=O)N1CC(CCC1)(OC)C=1N(C2=NC(=NC(=C2N1)N1CCOCC1)N1C(=NC2=C1C=CC=C2)C(C)C)C (3-[2-(2-isopropylbenzoimidazol-1-yl)-9-methyl-6-morpholin-4-yl-9H-purin-8-yl]-3-methoxypiperidine-1-carboxylic acid tert-butyl ester), Cl (HCl). Yields the product C(C)(C)C1=NC2=C(N1C1=NC(=C3N=C(N(C3=N1)C)C1(CNCCC1)OC)N1CCOCC1)C=CC=C2 (2-(2-Isopropylbenzoimidazol-1-yl)-8-(3-methoxypiperidin-3-yl)-9-methyl-6-morpholin-4-yl-9H-purine). The solvent is CO (MeOH), C(Cl)Cl (DCM), O1CCOCC1 (dioxane). Isolated yield 89.2%. Reaction SMILES: C(OC([N:8]1[CH2:13][CH2:12][CH2:11][C:10]([C:16]2[N:17]([CH3:43])[C:18]3[C:23]([N:24]=2)=[C:22]([N:25]2[CH2:30][CH2:29][O:28][CH2:27][CH2:26]2)[N:21]=[C:20]([N:31]2[C:35]4[CH:36]=[CH:37][CH:38]=[CH:39][C:34]=4[N:33]=[C:32]2[CH:40]([CH3:42])[CH3:41])[N:19]=3)([O:14][CH3:15])[CH2:9]1)=O)(C)(C)C.Cl>C(Cl)Cl.O1CCOCC1.CO>[CH:40]([C:32]1[N:31]([C:20]2[N:19]=[C:18]3[C:23]([N:24]=[C:16]([C:10]4([O:14][CH3:15])[CH2:11][CH2:12][CH2:13][NH:8][CH2:9]4)[N:17]3[CH3:43])=[C:22]([N:25]3[CH2:26][CH2:27][O:28][CH2:29][CH2:30]3)[N:21]=2)[C:35]2[CH:36]=[CH:37][CH:38]=[CH:39][C:34]=2[N:33]=1)([CH3:42])[CH3:41]. Procedure details: To a solution of 3-[2-(2-isopropylbenzoimidazol-1-yl)-9-methyl-6-morpholin-4-yl-9H-purin-8-yl]-3-methoxypiperidine-1-carboxylic acid tert-butyl ester (2.47 g, 4.18 mmol) in DCM (100 mL) was added 4M HCl in dioxane (10 mL). The resulting mixture was allowed to stir for 2 h at r.t. before further 1.25M HCl in MeOH (20 mL) was added. The resulting mixture was allowed to stir for 1.5 h then concentrated in vacuo. The resulting residue was loaded onto an Isolute® SCX-2 cartridge which was washed with...